This data is from the Open Reaction Database (ORD), a public repository of structured organic reaction records. The task is: describe an organic reaction: reactants, conditions, products, and yield Reactants: Cl (hydrochloric acid), CC(C)N1C(OC(C1)COC1=CC=2C=C3C(=NC2C=C1)NC(N3)=O)=O (1,3-dihydro-7-[[3-(1-methylethyl)-2-oxo-5-oxazolidinyl]methoxy]-2H-imidazo[4,5-b]quinolin-2-one), [OH-].[Na+] (sodium hydroxide). Product: OC(COC1=CC=2C=C3C(=NC2C=C1)NC(N3)=O)CNC(C)C (1,3-dihydro-7-[2-hydroxy-3-[(1-methylethyl)amino]propoxy]-2H-imidazo[4,5-b]quinolin-2-one), hydrate. The yield is 55.0%. Reaction SMILES: [CH3:1][CH:2]([N:4]1[CH2:8][CH:7]([CH2:9][O:10][C:11]2[CH:20]=[CH:19][C:18]3[N:17]=[C:16]4[NH:21][C:22](=[O:24])[NH:23][C:15]4=[CH:14][C:13]=3[CH:12]=2)[O:6]C1=O)[CH3:3].[OH-].[Na+].Cl>>[OH:6][CH:7]([CH2:8][NH:4][CH:2]([CH3:3])[CH3:1])[CH2:9][O:10][C:11]1[CH:20]=[CH:19][C:18]2[N:17]=[C:16]3[NH:21][C:22](=[O:24])[NH:23][C:15]3=[CH:14][C:13]=2[CH:12]=1 |f:1.2|. Procedure details: A mixture of 1,3-dihydro-7-[[3-(1-methylethyl)-2-oxo-5-oxazolidinyl]methoxy]-2H-imidazo[4,5-b]quinolin-2-one (3.00 g, 8.8 mmol) and 2N sodium hydroxide solution (25 mL) was refluxed for 5.5 hours and then neutralized by addition of dilute hydrochloric acid solution. A grey solid (2.15 g, 77%) was filtered off, washed with water and air dried. Crystallization from methanol afforded 1,3-dihydro-7-[2-hydroxy-3-[(1-methylethyl)amino]propoxy]-2H-imidazo[4,5-b]quinolin-2-one as a partial hydrate (1.53... Starting materials: O=C([O-])O, CC(C)=O, CCOC(=O)CCl, Nc1ccc(OCC(F)(F)C(F)F)cc1, [I-], [Na+], [Na+]. Product: CCOC(=O)CNc1ccc(OCC(F)(F)C(F)F)cc1. RXN SMILES: [C:23](=[O:24])([OH:25])[O-:26].[CH3:30][C:31](=[O:32])[CH3:33].[Cl:16][CH2:17][C:18](=[O:19])[O:20][CH2:21][CH3:22].[F:1][C:2]([CH2:3][O:4][c:5]1[cH:6][cH:7][c:8]([NH2:9])[cH:10][cH:11]1)([CH:12]([F:13])[F:14])[F:15].[I-:29].[Na+:27].[Na+:28]>>[F:1][C:2]([CH2:3][O:4][c:5]1[cH:6][cH:7][c:8]([NH:9][CH2:17][C:18](=[O:19])[O:20][CH2:21][CH3:22])[cH:10][cH:11]1)([CH:12]([F:13])[F:14])[F:15]. Reactants: NC=1C=C(C=CC1)C1=NN2C(C=CC=C2)=C1C1=NC(=NC=C1)NC1=CC=C2CCN(CC2=C1)C (N-{4-[2-(3-aminophenyl)pyrazolo[1,5-a]pyridin-3-yl]-2-pyrimidinyl}-2-methyl-1,2,3,4-tetrahydro-7-isoquinolinamine), TEA, FC1=C(C(=O)Cl)C=C(C=C1)F (2,5-difluorobenzoyl chloride). Run in C(Cl)Cl (DCM). Run at time 16 hour. Yields the product FC1=C(C(=O)NC2=CC(=CC=C2)C2=NN3C(C=CC=C3)=C2C2=NC(=NC=C2)NC2=CC=C3CCN(CC3=C2)C)C=C(C=C1)F (2,5-Difluoro-N-[3-(3-{2-[(2-methyl-1,2,3,4-tetrahydro-7-isoquinolinyl)amino]-4-pyrimidinyl}pyrazolo[1,5-a]pyridin-2-yl)phenyl]benzamide). Yield: 51.0%. RXN SMILES: [NH2:1][C:2]1[CH:3]=[C:4]([C:8]2[C:16]([C:17]3[CH:22]=[CH:21][N:20]=[C:19]([NH:23][C:24]4[CH:33]=[C:32]5[C:27]([CH2:28][CH2:29][N:30]([CH3:34])[CH2:31]5)=[CH:26][CH:25]=4)[N:18]=3)=[C:11]3[CH:12]=[CH:13][CH:14]=[CH:15][N:10]3[N:9]=2)[CH:5]=[CH:6][CH:7]=1.[F:35][C:36]1[CH:44]=[CH:43][C:42]([F:45])=[CH:41][C:37]=1[C:38](Cl)=[O:39]>C(Cl)Cl>[F:35][C:36]1[CH:44]=[CH:43][C:42]([F:45])=[CH:41][C:37]=1[C:38]([NH:1][C:2]1[CH:7]=[CH:6][CH:5]=[C:4]([C:8]2[C:16]([C:17]3[CH:22]=[CH:21][N:20]=[C:19]([NH:23][C:24]4[CH:33]=[C:32]5[C:27]([CH2:28][CH2:29][N:30]([CH3:34])[CH2:31]5)=[CH:26][CH:25]=4)[N:18]=3)=[C:11]3[CH:12]=[CH:13][CH:14]=[CH:15][N:10]3[N:9]=2)[CH:3]=1)=[O:39]. Procedure: To a solution of N-{4-[2-(3-aminophenyl)pyrazolo[1,5-a]pyridin-3-yl]-2-pyrimidinyl}-2-methyl-1,2,3,4-tetrahydro-7-isoquinolinamine (96 mg, 0.21 mmol) and TEA (45 μL, 0.32 mmol) in DCM (2 mL) was added 2,5-difluorobenzoyl chloride (28 μL, 0.23 mmol). After 16 h at rt, the reaction mixture was adsorbed onto silica and purified by column chromatography to generate the title compound in 51% yield (63 mg, 0.11 mmol). 1H NMR (400 MHz, d6-DMSO) δ 10.65 (s, 1H), 9.44 (s, 1H), 8.87 (d, J=6.9 Hz, 1H), 8.4... The product is ClC1=CC=C(C=C1)NC1=NC(=NC2=CC=CC=C12)N1N=C(C=C1C)C ((4-Chloro-phenyl)-[2-(3,5-dimethyl-pyrazol-1-yl)-quinazolin-4-yl]-amine). Procedure: Was prepared according to Method B from 2,4-dichloroquinazoline, 4-chloroaniline and 3,5-dimethylpyrazole. Mp. 209.3-211.2° C. The reactants are ClC1=NC2=CC=CC=C2C(=N1)Cl (2,4-dichloroquinazoline), ClC1=CC=C(N)C=C1 (4-chloroaniline), CC1=NNC(=C1)C (3,5-dimethylpyrazole). Reaction SMILES: Cl[C:2]1[N:11]=[C:10](Cl)[C:9]2[C:4](=[CH:5][CH:6]=[CH:7][CH:8]=2)[N:3]=1.[Cl:13][C:14]1[CH:20]=[CH:19][C:17]([NH2:18])=[CH:16][CH:15]=1.[CH3:21][C:22]1[CH:26]=[C:25]([CH3:27])[NH:24][N:23]=1>>[Cl:13][C:14]1[CH:20]=[CH:19][C:17]([NH:18][C:10]2[C:9]3[C:4](=[CH:5][CH:6]=[CH:7][CH:8]=3)[N:3]=[C:2]([N:23]3[C:22]([CH3:21])=[CH:26][C:25]([CH3:27])=[N:24]3)[N:11]=2)=[CH:16][CH:15]=1. The reactants are CCN(C(C)C)C(C)C, ClCCOCCCl, [I-], [K+], Nc1ccc(CCO)cc1, CN(C)C=O. Product: OCCc1ccc(N2CCOCC2)cc1. Reaction SMILES: [CH:18]([N:19]([CH2:20][CH3:21])[CH:22]([CH3:23])[CH3:24])([CH3:25])[CH3:26].[Cl:11][CH2:12][CH2:13][O:14][CH2:15][CH2:16][Cl:17].[I-:28].[K+:27].[NH2:1][c:2]1[cH:3][cH:4][c:5]([CH2:8][CH2:9][OH:10])[cH:6][cH:7]1.[O:29]=[CH:30][N:31]([CH3:32])[CH3:33]>>[N:1]1([c:2]2[cH:3][cH:4][c:5]([CH2:8][CH2:9][OH:10])[cH:6][cH:7]2)[CH2:12][CH2:13][O:14][CH2:15][CH2:16]1. Starting materials: C(C)(=O)OCC (ethyl acetate), N(=[N+]=[N-])C(C)C1=CC(=C2C=CC=NC2=C1C1=C(C=CC=C1)F)Cl (7-(1-azidoethyl)-5-chloro-8-(2-fluorophenyl)quinoline), CP(C)C (trimethylphosphine). The solvent is O1CCCC1 (tetrahydrofuran), O (water), O1CCCC1 (tetrahydrofuran). Run at time 1 hour. Yields the product ClC1=C2C=CC=NC2=C(C(=C1)C(C)N)C1=C(C=CC=C1)F (1-[5-chloro-8-(2-fluorophenyl)quinolin-7-yl]ethanamine). As a reaction SMILES: [N:1]([CH:4]([C:6]1[C:15]([C:16]2[CH:21]=[CH:20][CH:19]=[CH:18][C:17]=2[F:22])=[C:14]2[C:9]([CH:10]=[CH:11][CH:12]=[N:13]2)=[C:8]([Cl:23])[CH:7]=1)[CH3:5])=[N+]=[N-].CP(C)C.C(OCC)(=O)C>O1CCCC1.O>[Cl:23][C:8]1[CH:7]=[C:6]([CH:4]([NH2:1])[CH3:5])[C:15]([C:16]2[CH:21]=[CH:20][CH:19]=[CH:18][C:17]=2[F:22])=[C:14]2[C:9]=1[CH:10]=[CH:11][CH:12]=[N:13]2. Procedure: To a stirred solution of 7-(1-azidoethyl)-5-chloro-8-(2-fluorophenyl)quinoline (0.037 g, 0.11 mmol) in tetrahydrofuran (0.3 mL) and water (0.0813 mL) was added 1.00 M trimethylphosphine in tetrahydrofuran (0.135 mL, 0.135 mmol) at room temperature and the mixture was stirred at room temperature for 1 hour. To the mixture was added ethyl acetate and the mixture was extracted with 1 N HCl twice. The combined extracts were neutralized with solid sodium bicarbonate, and extracted with dichloromethan... Reactants: CN1N=NC=C1C=O (1-methyl-1H-1,2,3-triazole-5-carbaldehyde), Intermediate 50, ClC1=C(C(=NC2=CC=C(C=C12)C(O)C=1C(=NC(=CC1)C)C)OC)CC1=CC=C(C=C1)C(F)(F)F ((4-Chloro-2-methoxy-3-(4-(trifluoromethyl)benzyl)quinolin-6-yl)(2,6-dimethylpyridin-3-yl)methanol), ClC1=C(C(=NC2=CC=C(C=C12)C(O)C=1C(=NC(=CC1)C)C)OC)CC1=CC=C(C=C1)C(F)(F)F ((4-Chloro-2-methoxy-3-(4-(trifluoromethyl)benzyl)quinolin-6-yl)(2,6-dimethylpyridin-3-yl)methanol), [Li]CCCC (n-BuLi). Solvent: C1CCOC1 (THF), C1CCOC1 (THF). Run at temperature -70 celsius, time 2 minute. The product is ClC1=C(C(=NC2=CC=C(C=C12)C(O)C1=CN=NN1C)OC)CC1=CC=C(C=C1)C(F)(F)F ((4-Chloro-2-methoxy-3-(4-(trifluoromethyl)benzyl)quinolin-6-yl)(1-methyl-1H-1,2,3-triazol-5-yl)methanol). RXN SMILES: [Cl:1][C:2]1[C:11]2[C:6](=[CH:7][CH:8]=[C:9]([CH:12]([C:14]3[C:15](C)=[N:16]C(C)=CC=3)[OH:13])[CH:10]=2)[N:5]=[C:4]([O:22][CH3:23])[C:3]=1[CH2:24][C:25]1[CH:30]=[CH:29][C:28]([C:31]([F:34])([F:33])[F:32])=[CH:27][CH:26]=1.[Li]CCCC.[CH3:40][N:41]1C(C=O)=CN=[N:42]1>C1COCC1>[Cl:1][C:2]1[C:11]2[C:6](=[CH:7][CH:8]=[C:9]([CH:12]([C:14]3[N:41]([CH3:40])[N:42]=[N:16][CH:15]=3)[OH:13])[CH:10]=2)[N:5]=[C:4]([O:22][CH3:23])[C:3]=1[CH2:24][C:25]1[CH:30]=[CH:29][C:28]([C:31]([F:34])([F:33])[F:32])=[CH:27][CH:26]=1. Reported procedure: To a 50 mL flask containing 6-bromo-4-chloro-2-methoxy-3-(4-(trifluoromethyl)benzyl)quinoline (1.45 g, 3.37 mmol, Intermediate 47: step d) was added THF (25 mL) at room temp which resulted in a colorless homogeneous mixture. The solution was cooled to −70° C. which remained homogeneous and then n-BuLi (2.5 M in hexanes, 1.3 mL, 3.25 mmol) was added dropwise. The color of the solution became a dark reddish-brown color. After 2 minutes, 1-methyl-1H-1,2,3-triazole-5-carbaldehyde (580 mg, 5.22 mmol,... The reactants are Cc1oc(-c2ccc(OCc3ccccc3)cc2)nc1CN1c2ccc(C(O)(C(F)(F)F)C(F)(F)F)cc2CC1C, CO, C1CCOC1. Yields the product Cc1oc(-c2ccc(O)cc2)nc1CN1c2ccc(C(O)(C(F)(F)F)C(F)(F)F)cc2CC1C. RXN SMILES: [CH2:1]([c:2]1[cH:3][cH:4][cH:5][cH:6][cH:7]1)[O:8][c:9]1[cH:10][cH:11][c:12](-[c:15]2[o:16][c:17]([CH3:41])[c:18]([CH2:20][N:21]3[CH:22]([CH3:40])[CH2:23][c:24]4[cH:25][c:26]([C:30]([C:31]([F:32])([F:33])[F:34])([C:35]([F:36])([F:37])[F:38])[OH:39])[cH:27][cH:28][c:29]43)[n:19]2)[cH:13][cH:14]1.[CH3:42][OH:43].[O:44]1[CH2:45][CH2:46][CH2:47][CH2:48]1>>[OH:8][c:9]1[cH:10][cH:11][c:12](-[c:15]2[o:16][c:17]([CH3:41])[c:18]([CH2:20][N:21]3[CH:22]([CH3:40])[CH2:23][c:24]4[cH:25][c:26]([C:30]([C:31]([F:32])([F:33])[F:34])([C:35]([F:36])([F:37])[F:38])[OH:39])[cH:27][cH:28][c:29]43)[n:19]2)[cH:13][cH:14]1.